This data is from the Open Reaction Database (ORD), a public repository of structured organic reaction records. The task is: describe an organic reaction: reactants, conditions, products, and yield The reactants are O=C([O-])[O-], CCC(O)(c1ccc(O)cc1)c1ccccc1OC, Cc1cccc(CCl)n1, CC(=O)CC(C)C, [K+], [K+]. Yields the product CCC(O)(c1ccc(OCc2cccc(C)n2)cc1)c1ccccc1OC. As a reaction SMILES: [C:20](=[O:21])([O-:22])[O-:23].[CH2:1]([CH3:2])[C:3]([c:4]1[cH:5][cH:6][c:7]([OH:10])[cH:8][cH:9]1)([c:11]1[c:12]([O:17][CH3:18])[cH:13][cH:14][cH:15][cH:16]1)[OH:19].[CH3:26][c:27]1[n:28][c:29]([CH2:33][Cl:34])[cH:30][cH:31][cH:32]1.[CH3:35][C:36]([CH2:37][CH:38]([CH3:39])[CH3:40])=[O:41].[K+:24].[K+:25]>>[CH2:1]([CH3:2])[C:3]([c:4]1[cH:5][cH:6][c:7]([O:10][CH2:33][c:29]2[n:28][c:27]([CH3:26])[cH:32][cH:31][cH:30]2)[cH:8][cH:9]1)([c:11]1[c:12]([O:17][CH3:18])[cH:13][cH:14][cH:15][cH:16]1)[OH:19].